This data is from the Open Reaction Database (ORD), a public repository of structured organic reaction records. The task is: describe an organic reaction: reactants, conditions, products, and yield Starting materials: O=C([O-])[O-], CC(=O)[O-], COc1ccnc(CCc2nc3cc(I)cnc3[nH]2)c1, CN(C)S(=O)(=O)c1ccc(Br)cc1, [Cl-], [K+], [K+], [K+], [Li+], C1COCCO1, O. Product: COc1ccnc(CCc2nc3cc(-c4ccc(S(=O)(=O)N(C)C)cc4)cnc3[nH]2)c1. RXN SMILES: [C:39](=[O:40])([O-:41])[O-:42].[CH3:15][C:16](=[O:17])[O-:18].[CH3:19][O:20][c:21]1[cH:22][c:23]([CH2:27][CH2:28][c:29]2[n:30][c:31]3[c:32]([n:33][cH:34][c:35]([I:37])[cH:36]3)[nH:38]2)[n:24][cH:25][cH:26]1.[CH3:1][N:2]([S:3](=[O:4])(=[O:5])[c:6]1[cH:7][cH:8][c:9]([Br:12])[cH:10][cH:11]1)[CH3:13].[Cl-:46].[K+:14].[K+:43].[K+:44].[Li+:45].[O:47]1[CH2:48][CH2:49][O:50][CH2:51][CH2:52]1.[OH2:53]>>[CH3:1][N:2]([S:3](=[O:4])(=[O:5])[c:6]1[cH:7][cH:8][c:9](-[c:35]2[cH:34][n:33][c:32]3[c:31]([n:30][c:29]([CH2:28][CH2:27][c:23]4[cH:22][c:21]([O:20][CH3:19])[cH:26][cH:25][n:24]4)[nH:38]3)[cH:36]2)[cH:10][cH:11]1)[CH3:13]. The reactants are CC(=O)[O-], CC(=O)O, Clc1ccncc1, Cl, Nc1ccccc1C(=O)O, [Na+]. The product is O=C(O)c1ccccc1Nc1ccncc1. Reaction SMILES: [CH3:20][C:21](=[O:22])[O-:23].[CH3:24][C:25](=[O:26])[OH:27].[Cl:12][c:13]1[cH:14][cH:15][n:16][cH:17][cH:18]1.[ClH:11].[NH2:1][c:2]1[cH:3][cH:4][cH:5][cH:6][c:7]1[C:8]([OH:9])=[O:10].[Na+:19]>>[NH:1]([c:2]1[cH:3][cH:4][cH:5][cH:6][c:7]1[C:8]([OH:9])=[O:10])[c:13]1[cH:14][cH:15][n:16][cH:17][cH:18]1.